This data is from the Open Reaction Database (ORD), a public repository of structured organic reaction records. The task is: describe an organic reaction: reactants, conditions, products, and yield Starting materials: NC1=C(C(N(C(N1)=O)CCC)=O)NC(=O)C=1C=NN(C1)CC1=CC(=C(C=C1)C(F)(F)F)F (1-(3-fluoro-4-trifluoromethyl-benzyl)-1H-pyrazole-4-carboxylic acid (6-amino-2,4-dioxo-3-propyl-1,2,3,4-tetrahydro-pyrimidin-5-yl)-amide), O=P(Cl)(Cl)Cl (POCl3), P(Cl)(Cl)(Cl)(Cl)Cl (PCl5). Conditions: temperature 127.5 celsius. Product: ClC=1N(C(C=2NC(=NC2N1)C=1C=NN(C1)CC1=CC(=C(C=C1)C(F)(F)F)F)=O)CCC (2-Chloro-8-[1-(3-fluoro-4-trifluoromethyl-benzyl)-1H-pyrazol-4-yl]-1-propyl-1,7-dihydro-purin-6-one). The yield is 50.0%. Reaction SMILES: [NH2:1][C:2]1[NH:7][C:6](=O)[N:5]([CH2:9][CH2:10][CH3:11])[C:4](=[O:12])[C:3]=1[NH:13][C:14]([C:16]1[CH:17]=[N:18][N:19]([CH2:21][C:22]2[CH:27]=[CH:26][C:25]([C:28]([F:31])([F:30])[F:29])=[C:24]([F:32])[CH:23]=2)[CH:20]=1)=O.O=P(Cl)(Cl)[Cl:35].P(Cl)(Cl)(Cl)(Cl)Cl>>[Cl:35][C:6]1[N:5]([CH2:9][CH2:10][CH3:11])[C:4](=[O:12])[C:3]2[NH:13][C:14]([C:16]3[CH:17]=[N:18][N:19]([CH2:21][C:22]4[CH:27]=[CH:26][C:25]([C:28]([F:30])([F:29])[F:31])=[C:24]([F:32])[CH:23]=4)[CH:20]=3)=[N:1][C:2]=2[N:7]=1. Procedure details: A mixture of 1-(3-fluoro-4-trifluoromethyl-benzyl)-1H-pyrazole-4-carboxylic acid (6-amino-2,4-dioxo-3-propyl-1,2,3,4-tetrahydro-pyrimidin-5-yl)-amide (0.8 g, 1.76 mmol), POCl3 (25 ml) and PCl5 (0.2 g) were heated at 125-130° C. for 20 hours. Reaction mixture was cooled to 20-25° C. and it was concentrated under vacuum. To this reaction mixture brine (50 ml) was added and extracted with ethyl acetate (3×2 ml). The combined organic layer was dried over Na2SO4 and evaporated to dryness. The crude p... The reactants are CN, CNn1c(SC)nnc(-c2ccccc2)c1=O, CC(C)O. Yields the product CNc1nnc(-c2ccccc2)c(=O)n1NC. RXN SMILES: [CH3:18][NH2:19].[CH3:1][NH:2][n:3]1[c:4]([S:16][CH3:17])[n:5][n:6][c:7](-[c:10]2[cH:11][cH:12][cH:13][cH:14][cH:15]2)[c:8]1=[O:9].[CH:20]([OH:21])([CH3:22])[CH3:23]>>[CH3:1][NH:2][n:3]1[c:4]([NH:19][CH3:18])[n:5][n:6][c:7](-[c:10]2[cH:11][cH:12][cH:13][cH:14][cH:15]2)[c:8]1=[O:9].